Dataset: the Open Reaction Database (ORD), a public repository of structured organic reaction records. Task: describe an organic reaction: reactants, conditions, products, and yield Reactants: CN(C)C=O, Fc1cc(Cl)ccc1C=Cc1nc(CCl)co1, [H-], [Na+], Oc1ccc(COCCn2ccnn2)cc1. The product is Fc1cc(Cl)ccc1C=Cc1nc(COc2ccc(COCCn3ccnn3)cc2)co1. RXN SMILES: [CH3:36][N:37]([CH3:38])[CH:39]=[O:40].[Cl:19][c:20]1[cH:21][c:22]([F:35])[c:23]([CH:26]=[CH:27][c:28]2[o:29][cH:30][c:31]([CH2:33][Cl:34])[n:32]2)[cH:24][cH:25]1.[H-:1].[Na+:2].[n:3]1([CH2:8][CH2:9][O:10][CH2:11][c:12]2[cH:13][cH:14][c:15]([OH:18])[cH:16][cH:17]2)[n:4][n:5][cH:6][cH:7]1>>[n:3]1([CH2:8][CH2:9][O:10][CH2:11][c:12]2[cH:13][cH:14][c:15]([O:18][CH2:33][c:31]3[cH:30][o:29][c:28]([CH:27]=[CH:26][c:23]4[c:22]([F:35])[cH:21][c:20]([Cl:19])[cH:25][cH:24]4)[n:32]3)[cH:16][cH:17]2)[n:4][n:5][cH:6][cH:7]1. Reactants: CO, C=C(C)CC(=NOC)C(C)=O, [Cl-], O, [NH3+]O, c1ccncc1. Product: C=C(C)CC(=NOC)C(C)=NO. RXN SMILES: [CH3:15][OH:16].[CH3:1][O:2][N:3]=[C:4]([C:5]([CH3:6])=[O:7])[CH2:8][C:9](=[CH2:10])[CH3:11].[Cl-:12].[OH2:17].[OH:13][NH3+:14].[cH:18]1[cH:19][cH:20][n:21][cH:22][cH:23]1>>[CH3:1][O:2][N:3]=[C:4]([C:5]([CH3:6])=[N:14][OH:13])[CH2:8][C:9](=[CH2:10])[CH3:11]. Starting materials: Cl (HCl), hydrochloride salt, COC=1C=C(C=C(C1OC)OC)C(CC(C1=CC=CC=C1)(C1=CC=CC=C1)NC([C@H]1NCCC1)=O)=O (L-proline, 1-[2-(3,4,5-trimethoxyphenyl)-2-oxoethyl] diphenylmethylamide). Run in CCOCC (Et2O). Product: Cl.COC=1C=C(C=C(C1OC)OC)C(CC(C1=CC=CC=C1)(C1=CC=CC=C1)NC([C@H]1NCCC1)=O)=O (L-Proline, 1-[2-(3,4,5-Trimethoxyphenyl)-2-Oxoethyl] Diphenylmethylamide Hydrochloride). As a reaction SMILES: [ClH:1].[CH3:2][O:3][C:4]1[CH:5]=[C:6]([C:14](=[O:37])[CH2:15][C:16]([NH:29][C:30](=[O:36])[C@@H:31]2[CH2:35][CH2:34][CH2:33][NH:32]2)([C:23]2[CH:28]=[CH:27][CH:26]=[CH:25][CH:24]=2)[C:17]2[CH:22]=[CH:21][CH:20]=[CH:19][CH:18]=2)[CH:7]=[C:8]([O:12][CH3:13])[C:9]=1[O:10][CH3:11]>CCOCC>[ClH:1].[CH3:13][O:12][C:8]1[CH:7]=[C:6]([C:14](=[O:37])[CH2:15][C:16]([NH:29][C:30](=[O:36])[C@@H:31]2[CH2:35][CH2:34][CH2:33][NH:32]2)([C:17]2[CH:18]=[CH:19][CH:20]=[CH:21][CH:22]=2)[C:23]2[CH:28]=[CH:27][CH:26]=[CH:25][CH:24]=2)[CH:5]=[C:4]([O:3][CH3:2])[C:9]=1[O:10][CH3:11] |f:3.4|. Reported procedure: Following the procedure described in Example 120, the coupling of N-[2-(3,4,5-trimethoxyphenyl)-2 -oxoethyl]-L-proline hydrochloride (250 mg, 0.69 mmol) and aminodiphenylmethane (0.12 mL, 0.69 mmol) provided, after treatment with HCl in Et2O, 132 mg of the hydrochloride salt of L-proline, 1-[2-(3,4,5-trimethoxyphenyl)-2-oxoethyl] diphenylmethylamide as a powder. Reagents/catalysts: C(C1=CC=CC=C1)(=O)OOC(C1=CC=CC=C1)=O (benzoyl peroxide). Reported procedure: To a solution of 4b (9.0 g, 38 mmol) in 300 mL of CCl4 was added N-bromosuccinimide (7.1 g, 40 mmol) and benzoyl peroxide (80 mg). The solution was refluxed for 4 h and then cooled down to rt. Succinimide was then removed through filtration and the filtrate was concentrated to provide 2-acetoxy-1-acetyl-5-bromomethyl-1H-imidazole-4-carboxylic acid methyl ester 4c (12 g, 95%). MS (ESI+) (M+1)=318.9, 320.9. Run in C(Cl)(Cl)(Cl)Cl (CCl4). Yield: 99.0%. The product is COC(=O)C=1N=C(N(C1CBr)C(C)=O)OC(C)=O (2-acetoxy-1-acetyl-5-bromomethyl-1H-imidazole-4-carboxylic acid methyl ester). RXN SMILES: [CH3:1][O:2][C:3]([C:5]1[N:6]=[C:7]([O:14][C:15](=[O:17])[CH3:16])[N:8]([C:11](=[O:13])[CH3:12])[C:9]=1[CH3:10])=[O:4].[Br:18]N1C(=O)CCC1=O>C(Cl)(Cl)(Cl)Cl.C(OOC(=O)C1C=CC=CC=1)(=O)C1C=CC=CC=1>[CH3:1][O:2][C:3]([C:5]1[N:6]=[C:7]([O:14][C:15](=[O:17])[CH3:16])[N:8]([C:11](=[O:13])[CH3:12])[C:9]=1[CH2:10][Br:18])=[O:4]. Reactants: COC(=O)C=1N=C(N(C1C)C(C)=O)OC(C)=O (2-acetoxy-1-acetyl-5-methyl-1H-imidazole-4-carboxylic acid methyl ester), BrN1C(CCC1=O)=O (N-bromosuccinimide). The reactants are CC(C)(C)OC(=O)CNC1CCCC1, ClCCl, O=C(O)c1cccc(C(=O)CCl)c1O. Product: CC(C)(C)OC(=O)CN(C(=O)c1cccc(C(=O)CCl)c1O)C1CCCC1. Reaction SMILES: [C:15]([CH3:16])([CH3:17])([CH3:18])[O:19][C:20]([CH2:21][NH:22][CH:23]1[CH2:24][CH2:25][CH2:26][CH2:27]1)=[O:28].[CH2:29]([Cl:30])[Cl:31].[Cl:1][CH2:2][C:3](=[O:4])[c:5]1[c:6]([OH:14])[c:7]([C:8](=[O:9])[OH:10])[cH:11][cH:12][cH:13]1>>[Cl:1][CH2:2][C:3](=[O:4])[c:5]1[c:6]([OH:14])[c:7]([C:8](=[O:10])[N:22]([CH2:21][C:20]([O:19][C:15]([CH3:16])([CH3:17])[CH3:18])=[O:28])[CH:23]2[CH2:24][CH2:25][CH2:26][CH2:27]2)[cH:11][cH:12][cH:13]1. As a reaction SMILES: [Cl:1][C:2]1[CH:3]=[C:4]([C@@H:8]2[C@@H:13]([C:14]3[CH:19]=[CH:18][C:17]([Cl:20])=[CH:16][CH:15]=3)[N:12]([CH:21]([CH2:24][CH3:25])[CH2:22][CH3:23])[C:11](=[O:26])[C@:10]([CH2:28][CH:29]([OH:32])[CH2:30][OH:31])([CH3:27])[CH2:9]2)[CH:5]=[CH:6][CH:7]=1.CC1(C)N([O])C(C)(C)CCC1.Cl([O-])=[O:45].[Na+]>C(#N)C.P([O-])([O-])([O-])=O.[Na+].[Na+].[Na+].[OH-].[Na+].O>[Cl:1][C:2]1[CH:3]=[C:4]([C@@H:8]2[C@@H:13]([C:14]3[CH:19]=[CH:18][C:17]([Cl:20])=[CH:16][CH:15]=3)[N:12]([CH:21]([CH2:22][CH3:23])[CH2:24][CH3:25])[C:11](=[O:26])[C@:10]([CH2:28][CH:29]([OH:32])[C:30]([OH:45])=[O:31])([CH3:27])[CH2:9]2)[CH:5]=[CH:6][CH:7]=1 |f:2.3,5.6.7.8.9.10,^1:36|. Reaction conditions: temperature 35 celsius, time 1.75 hour. Procedure details: A mixture of 142 mg (0.30 mmol) of (3R,5R,6S)-5-(3-chlorophenyl)-6-(4-chlorophenyl)-3-(2,3-dihydroxypropyl)-3-methyl-1-(pentan-3-yl)piperidin-2-one (Example 81, Step A) and 28 mg (0.18 mmol) of TEMPO in a mixture of acetonitrile (6 mL) and sodium phosphate-sodium hydroxide buffer (pH 6.7, 4.5 mL) at 35° C. was treated simultaneously with a solution of 105 mg (1.16 mmol) of sodium chlorite in water (1.2 mL) and a solution of 106 μL (0.07 mmol) of bleach solution (ca. 0.7 N) in water (0.6 mL) over... Yields the product ClC=1C=C(C=CC1)[C@H]1C[C@](C(N([C@@H]1C1=CC=C(C=C1)Cl)C(CC)CC)=O)(C)CC(C(=O)O)O (3-((3R,5R,6S)-5-(3-chlorophenyl)-6-(4-chlorophenyl)-3-methyl-2-oxo-1-(pentan-3-yl)piperidin-3-yl)-2-hydroxypropanoic acid). The reactants are Cl(=O)[O-].[Na+] (sodium chlorite), bleach solution, ClC=1C=C(C=CC1)[C@H]1C[C@](C(N([C@@H]1C1=CC=C(C=C1)Cl)C(CC)CC)=O)(C)CC(CO)O ((3R,5R,6S)-5-(3-chlorophenyl)-6-(4-chlorophenyl)-3-(2,3-dihydroxypropyl)-3-methyl-1-(pentan-3-yl)piperidin-2-one), CC1(CCCC(N1[O])(C)C)C (TEMPO). Solvent: O (water), O (water), C(C)#N (acetonitrile), P(=O)([O-])([O-])[O-].[Na+].[Na+].[Na+].[OH-].[Na+] (sodium phosphate sodium hydroxide). Reactants: S(O)(O)(=O)=O (sulfuric acid), C(C)OC(C1=C(C(=CC(=C1)Cl)N)Cl)=O (2,5-dichloro-3-aminobenzoic acid ethyl ester), OCS(=O)(=O)C1=CC=C(C=C1)Cl (hydroxymethyl-(4-chlorophenyl)-sulfone). Run in O (water). The product is C(C)OC(C1=C(C(=CC(=C1)Cl)NCS(=O)(=O)C1=CC=C(C=C1)Cl)Cl)=O (2,5-dichloro-3-[(4-chlorophenyl)-sulfonylmethylamino]-benzoic acid ethyl ester). The yield is 71.0%. Reaction SMILES: S(=O)(=O)(O)O.[CH2:6]([O:8][C:9](=[O:19])[C:10]1[CH:15]=[C:14]([Cl:16])[CH:13]=[C:12]([NH2:17])[C:11]=1[Cl:18])[CH3:7].O[CH2:21][S:22]([C:25]1[CH:30]=[CH:29][C:28]([Cl:31])=[CH:27][CH:26]=1)(=[O:24])=[O:23]>O>[CH2:6]([O:8][C:9](=[O:19])[C:10]1[CH:15]=[C:14]([Cl:16])[CH:13]=[C:12]([NH:17][CH2:21][S:22]([C:25]2[CH:30]=[CH:29][C:28]([Cl:31])=[CH:27][CH:26]=2)(=[O:24])=[O:23])[C:11]=1[Cl:18])[CH3:7]. Procedure: 1 g of concentrated sulfuric acid was added to 2.32 g (10mmoles) of 2,5-dichloro-3-aminobenzoic acid ethyl ester, 2.27 g (11mmoles) of hydroxymethyl-(4-chlorophenyl)-sulfone and 40 ml of water whilst stirring at room temperature. The mixture was stirred for a further 3 hours at room temperature, the solid was filtered off and dissolved in about 100 ml of methylene chloride, the solution was dried over magnesium sulfate and worked up in the usual manner and the product was recrystallized from eth... Reactants: CC(C)C1CC(OCc2ccccc2)CN1, ClCCCl, ClCCl, O=C(O)CNC(=O)c1cccc(C(F)(F)F)c1. Yields the product CC(C)C1CC(OCc2ccccc2)CN1C(=O)CNC(=O)c1cccc(C(F)(F)F)c1. Reaction SMILES: [CH2:1]([c:2]1[cH:3][cH:4][cH:5][cH:6][cH:7]1)[O:8][CH:9]1[CH2:10][CH:11]([CH:14]([CH3:15])[CH3:16])[NH:12][CH2:13]1.[CH2:34]([Cl:35])[CH2:36][Cl:37].[Cl:38][CH2:39][Cl:40].[F:17][C:18]([c:19]1[cH:20][c:21]([C:22](=[O:23])[NH:24][CH2:25][C:26](=[O:27])[OH:28])[cH:29][cH:30][cH:31]1)([F:32])[F:33]>>[CH2:1]([c:2]1[cH:3][cH:4][cH:5][cH:6][cH:7]1)[O:8][CH:9]1[CH2:10][CH:11]([CH:14]([CH3:15])[CH3:16])[N:12]([C:26]([CH2:25][NH:24][C:22]([c:21]2[cH:20][c:19]([C:18]([F:17])([F:32])[F:33])[cH:31][cH:30][cH:29]2)=[O:23])=[O:27])[CH2:13]1.